Dataset: the Open Reaction Database (ORD), a public repository of structured organic reaction records. Task: describe an organic reaction: reactants, conditions, products, and yield The reactants are CC(C)(C)OC(=O)Nc1ccc(-c2ccccc2F)cc1NC(=O)CC(=O)c1cccc(-c2ccccn2)c1, ClCCl, O=C(O)C(F)(F)F. The product is O=C1CC(c2cccc(-c3ccccn3)c2)=Nc2ccc(-c3ccccc3F)cc2N1. RXN SMILES: [C:1]([O:2][C:3](=[O:4])[NH:7][c:8]1[c:9]([NH:21][C:22]([CH2:23][C:24](=[O:5])[c:25]2[cH:26][c:27](-[c:31]3[n:32][cH:33][cH:34][cH:35][cH:36]3)[cH:28][cH:29][cH:30]2)=[O:38])[cH:10][c:11](-[c:14]2[c:15]([F:20])[cH:16][cH:17][cH:18][cH:19]2)[cH:12][cH:13]1)([CH3:6])([CH3:37])[CH3:39].[Cl:47][CH2:48][Cl:49].[F:40][C:41]([F:42])([F:43])[C:44]([OH:45])=[O:46]>>[N:7]1=[C:24]([c:25]2[cH:26][c:27](-[c:31]3[n:32][cH:33][cH:34][cH:35][cH:36]3)[cH:28][cH:29][cH:30]2)[CH2:23][C:22](=[O:38])[NH:21][c:9]2[c:8]1[cH:13][cH:12][c:11](-[c:14]1[c:15]([F:20])[cH:16][cH:17][cH:18][cH:19]1)[cH:10]2. Reactants: solution, Cl (hydrogen chloride), C1(CCCC1)N1[C@@H](C(N(C=2C=NC(=NC12)NC=1C=CC(=C2CCOC21)C(=O)NC[C@@H](CN2CCN(CC2)C(=O)OC(C)(C)C)O)C)=O)CC (tert-butyl 4-[(2S)-3-[[7-[[(7R)-8-cyclopentyl-7-ethyl-5-methyl-6-oxo-7H-pteridin-2-yl]amino]-2,3-dihydrobenzofuran-4-carbonyl]amino]-2-hydroxy-propyl]piperazine-1-carboxylate), C([O-])(O)=O.[Na+] (sodium bicarbonate), C1(=CC=C(C=C1)S(=O)(=O)OC)C (methyl p-toluenesulfonate). Run in O1CCOCC1 (dioxane), O (water), ClCCl (dichloromethane). Reaction conditions: time 0.5 hour. Product: C1(CCCC1)N1[C@@H](C(N(C=2C=NC(=NC12)NC=1C=CC(=C2CCOC21)C(=O)NC[C@@H](CN2CCN(CC2)C)O)C)=O)CC (7-[[(7R)-8-cyclopentyl-7-ethyl-5-methyl-6-oxo-7H-pteridin-2-yl]amino]-N-[(2S)-2-hydroxy-3-(4-methylpiperazin-1-yl)propyl]-2,3-dihydrobenzofuran-4-carboxamide). Isolated yield 29.8%. As a reaction SMILES: [CH:1]1([N:6]2[C:15]3[N:14]=[C:13]([NH:16][C:17]4[CH:18]=[CH:19][C:20]([C:26]([NH:28][CH2:29][C@H:30]([OH:45])[CH2:31][N:32]5[CH2:37][CH2:36][N:35]([C:38](OC(C)(C)C)=O)[CH2:34][CH2:33]5)=[O:27])=[C:21]5[C:25]=4[O:24][CH2:23][CH2:22]5)[N:12]=[CH:11][C:10]=3[N:9]([CH3:46])[C:8](=[O:47])[C@H:7]2[CH2:48][CH3:49])[CH2:5][CH2:4][CH2:3][CH2:2]1.Cl.C(=O)(O)[O-].[Na+].C1(C)C=CC(S(OC)(=O)=O)=CC=1>ClCCl.O1CCOCC1.O>[CH:1]1([N:6]2[C:15]3[N:14]=[C:13]([NH:16][C:17]4[CH:18]=[CH:19][C:20]([C:26]([NH:28][CH2:29][C@H:30]([OH:45])[CH2:31][N:32]5[CH2:37][CH2:36][N:35]([CH3:38])[CH2:34][CH2:33]5)=[O:27])=[C:21]5[C:25]=4[O:24][CH2:23][CH2:22]5)[N:12]=[CH:11][C:10]=3[N:9]([CH3:46])[C:8](=[O:47])[C@H:7]2[CH2:48][CH3:49])[CH2:2][CH2:3][CH2:4][CH2:5]1 |f:2.3|. Reported procedure: Tert-butyl 4-[(2S)-3-[[7-[[(7R)-8-cyclopentyl-7-ethyl-5-methyl-6-oxo-7H-pteridin-2-yl]amino]-2,3-dihydrobenzofuran-4-carbonyl]amino]-2-hydroxy-propyl]piperazine-1-carboxylate 7d (580 mg, 0.85 mmol) was dissolved in 50 mL of dichloromethane followed by the addition of 20 mL of a 4 M solution of hydrogen chloride in dioxane. The reaction solution was stirred for 0.5 hours and concentrated under reduced pressure. The resulting residue was dissolved in 40 mL of acetonitrile followed by the addition ... Reactants: CN(CCNC)C (N,N,N′-Trimethylethylenediamine), C([O-])([O-])=O.[Cs+].[Cs+] (cesium carbonate), C1(CCCCC1)P(C1=C(C=CC=C1)C1=C(C=C(C=C1C(C)C)C(C)C)C(C)C)C1CCCCC1 (2-dicyclohexylphosphino-2′,4′,6′-triisopropylbiphenyl), C(C1=CC=CC=C1)OC1=C(C(=O)NC2=C(C(=O)OC(C)(C)C)C=CC(=C2)C2=CC=CC=C2)C=CC(=C1)I (tert-butyl 2-(2-(benzyloxy)-4-iodobenzamido)-4-phenylbenzoate), CN(CCNC)C (N,N,N′-trimethylethylenediamine), C([O-])([O-])=O.[Cs+].[Cs+] (cesium carbonate), C1(CCCCC1)P(C1=C(C=CC=C1)C1=C(C=C(C=C1C(C)C)C(C)C)C(C)C)C1CCCCC1 (2-dicyclohexylphosphino-2′,4′,6′-triisopropylbiphenyl). The reagents and catalysts are C=1C=CC(=CC1)/C=C/C(=O)/C=C/C2=CC=CC=C2.C=1C=CC(=CC1)/C=C/C(=O)/C=C/C2=CC=CC=C2.C=1C=CC(=CC1)/C=C/C(=O)/C=C/C2=CC=CC=C2.[Pd].[Pd] (tris(dibenzylideneacetone)dipalladium(0)), C(C)(=O)[O-].[Pd+2].C(C)(=O)[O-] (palladium(II) acetate), C=1C=CC(=CC1)/C=C/C(=O)/C=C/C2=CC=CC=C2.C=1C=CC(=CC1)/C=C/C(=O)/C=C/C2=CC=CC=C2.C=1C=CC(=CC1)/C=C/C(=O)/C=C/C2=CC=CC=C2.[Pd].[Pd] (tris(dibenzylideneacetone)dipalladium(0)), C(C)(=O)[O-].[Pd+2].C(C)(=O)[O-] (palladium(II) acetate). Run in C1(=CC=CC=C1)C (toluene), C(Cl)(Cl)Cl (chloroform), O (water). The product is C(C1=CC=CC=C1)OC1=C(C(=O)NC2=C(C(=O)OC(C)(C)C)C=CC(=C2)C2=CC=CC=C2)C=CC(=C1)N(C)CCN(C)C (tert-butyl 2-(2-(benzyloxy)-4-((2-(dimethylamino)ethyl)(methyl)amino)benzamido)-4-phenylbenzoate). As a reaction SMILES: [CH3:1][N:2]([CH3:7])[CH2:3][CH2:4][NH:5][CH3:6].C(=O)([O-])[O-].[Cs+].[Cs+].C1(P(C2CCCCC2)C2C=CC=CC=2C2C(C(C)C)=CC(C(C)C)=CC=2C(C)C)CCCCC1.[CH2:48]([O:55][C:56]1[CH:83]=[C:82](I)[CH:81]=[CH:80][C:57]=1[C:58]([NH:60][C:61]1[CH:73]=[C:72]([C:74]2[CH:79]=[CH:78][CH:77]=[CH:76][CH:75]=2)[CH:71]=[CH:70][C:62]=1[C:63]([O:65][C:66]([CH3:69])([CH3:68])[CH3:67])=[O:64])=[O:59])[C:49]1[CH:54]=[CH:53][CH:52]=[CH:51][CH:50]=1>C1C=CC(/C=C/C(/C=C/C2C=CC=CC=2)=O)=CC=1.C1C=CC(/C=C/C(/C=C/C2C=CC=CC=2)=O)=CC=1.C1C=CC(/C=C/C(/C=C/C2C=CC=CC=2)=O)=CC=1.[Pd].[Pd].C([O-])(=O)C.[Pd+2].C([O-])(=O)C.C(Cl)(Cl)Cl.O.C1(C)C=CC=CC=1>[CH2:48]([O:55][C:56]1[CH:83]=[C:82]([N:5]([CH2:4][CH2:3][N:2]([CH3:7])[CH3:1])[CH3:6])[CH:81]=[CH:80][C:57]=1[C:58]([NH:60][C:61]1[CH:73]=[C:72]([C:74]2[CH:79]=[CH:78][CH:77]=[CH:76][CH:75]=2)[CH:71]=[CH:70][C:62]=1[C:63]([O:65][C:66]([CH3:69])([CH3:68])[CH3:67])=[O:64])=[O:59])[C:49]1[CH:54]=[CH:53][CH:52]=[CH:51][CH:50]=1 |f:1.2.3,6.7.8.9.10,11.12.13|. Reported procedure: N,N,N′-Trimethylethylenediamine (0.12 mL), cesium carbonate (0.35 g), tris(dibenzylideneacetone)dipalladium(0) (3.3 mg), 2-dicyclohexylphosphino-2′,4′,6′-triisopropylbiphenyl (8.6 mg), and palladium(II) acetate (1.6 mg) were added to a toluene (3.0 mL) suspension of tert-butyl 2-(2-(benzyloxy)-4-iodobenzamido)-4-phenylbenzoate (0.22 g), followed by heating to reflux under a nitrogen atmosphere for 4 hours and 10 minutes. The reaction mixture was cooled to room temperature, and then N,N,N′-trimet... Starting materials: CC(C)(C(C=C)=O)C (2,2-dimethylpent-4-en-3-one), N1=C(C=CC=C1)NC([S-])=S.C(C)[NH+](CC)CC (triethylammonium pyrid-2-yldithiocarbamate). The solvent is C(C)#N (acetonitrile), C(C)#N (acetonitrile), C(Cl)Cl (methylene chloride), C(Cl)(Cl)Cl (chloroform), C(C)(=O)OCC (ethyl acetate). Reaction conditions: time 2 hour. Product: N1=C(C=CC=C1)NC(SCCC(C(C)(C)C)=O)=S (4,4-Dimethyl-3-oxopentyl pyrid-2-yldithiocarbamate). The yield is 63.8%. As a reaction SMILES: [CH3:1][C:2]([CH3:8])([C:4](=[O:7])[CH:5]=[CH2:6])[CH3:3].[N:9]1[CH:14]=[CH:13][CH:12]=[CH:11][C:10]=1[NH:15][C:16](=[S:18])[S-:17].C([NH+](CC)CC)C>C(#N)C.C(Cl)Cl.C(Cl)(Cl)Cl.C(OCC)(=O)C>[N:9]1[CH:14]=[CH:13][CH:12]=[CH:11][C:10]=1[NH:15][C:16](=[S:17])[S:18][CH2:6][CH2:5][C:4](=[O:7])[C:2]([CH3:8])([CH3:3])[CH3:1] |f:1.2|. Reported procedure: A solution of 2,2-dimethylpent-4-en-3-one (22.5 g) in anhydrous acetonitrile (50 cc) is added, at a maximum temperature of 5° C., to a suspension of triethylammonium pyrid-2-yldithiocarbamate (54.2 g) in anhydrous acetonitrile (150 cc). The reaction is allowed to proceed for 2 hours at between 5° and 20° C. The acetonitrile is evaporated off under reduced pressure (20 mmHg) at 45° C. The residue obtained is dissolved in methylene chloride (600 cc). The organic solution is washed four times with ... Starting materials: R,R-DIPAMP cyclooctadiene Rh(I), COC(/C(=C/CC(C=C)(C)C)/NC(=O)OCC1=CC=CC=C1)=O ((Z)-2-benzyloxycarbonylamino-5,5-dimethyl-hepta-2,6-dienoic acid methyl ester). The solvent is CO (methanol). Conditions: time 8 hour. Yields the product COC([C@H](CCC(CC)(C)C)NC(=O)OCC1=CC=CC=C1)=O ((S)-2-benzyloxycarbonylamino-5,5-dimethyl-heptanoic acid methyl ester). The yield is 80.5%. RXN SMILES: [CH3:1][O:2][C:3](=[O:23])/[C:4](/[NH:12][C:13]([O:15][CH2:16][C:17]1[CH:22]=[CH:21][CH:20]=[CH:19][CH:18]=1)=[O:14])=[CH:5]/[CH2:6][C:7]([CH3:11])([CH3:10])[CH:8]=[CH2:9]>CO>[CH3:1][O:2][C:3](=[O:23])[C@@H:4]([NH:12][C:13]([O:15][CH2:16][C:17]1[CH:18]=[CH:19][CH:20]=[CH:21][CH:22]=1)=[O:14])[CH2:5][CH2:6][C:7]([CH3:10])([CH3:11])[CH2:8][CH3:9]. Procedure details: R,R-DIPAMP cyclooctadiene Rh(I) tetrfluoroborate (190 mg, 0.25 mmol, 0.04 eq) was added to a solution of (Z)-2-benzyloxycarbonylamino-5,5-dimethyl-hepta-2,6-dienoic acid methyl ester (2.00 g, 6.30 mmol, 1.00 eq) in dry methanol (20 mL) in a Paar hydrogenation flask. The reaction vessel was evacuated and flushed with a hydrogen atmosphere three times, then vigorously shaken under 50 psi of hydrogen overnight. The reaction mixture was concentrated in vacuo then filtered through a plug of silica ge...